From a dataset of the Open Reaction Database (ORD), a public repository of structured organic reaction records. describe an organic reaction: reactants, conditions, products, and yield Starting materials: C(C)OC1=CC=C(C=N1)NC(C)C ((6-ethoxy-pyridin-3-yl)-isopropyl-amine), P(Cl)(Cl)Cl (PCl3), N1C=C(C2=CC=CC=C12)CC1C(N(C2=C(N3C(=NN=C13)C1=CC=CC=C1)C=CC=C2)CC(=O)O)=O ([4-(1H-indol-3-ylmethyl)-5-oxo-1-phenyl-4,5-dihydro-2,3,6,10b-tetraaza-benzo[e]azulen-6-yl]-acetic acid). The solvent is ClC(C)Cl (dichloroethane). Product: C(C)OC1=CC=C(C=N1)N(C(CN1C2=C(N3C(=NN=C3C(C1=O)CC1=CNC3=CC=CC=C13)C1=CC=CC=C1)C=CC=C2)=O)C(C)C (N-(6-ethoxy-pyridin-3-yl)-2-[4-(1H-indol-3-ylmethyl)-5-oxo-1-phenyl-4,5-dihydro-2,3,6,10b-tetraaza-benzo[e]azulen-6-yl]-N-isopropyl-acetamide). Yield: 20.9%. As a reaction SMILES: [NH:1]1[C:9]2[C:4](=[CH:5][CH:6]=[CH:7][CH:8]=2)[C:3]([CH2:10][CH:11]2[C:20]3[N:16]([C:17]([C:21]4[CH:26]=[CH:25][CH:24]=[CH:23][CH:22]=4)=[N:18][N:19]=3)[C:15]3[CH:27]=[CH:28][CH:29]=[CH:30][C:14]=3[N:13]([CH2:31][C:32](O)=[O:33])[C:12]2=[O:35])=[CH:2]1.[CH2:36]([O:38][C:39]1[N:44]=[CH:43][C:42]([NH:45][CH:46]([CH3:48])[CH3:47])=[CH:41][CH:40]=1)[CH3:37].P(Cl)(Cl)Cl>ClC(Cl)C>[CH2:36]([O:38][C:39]1[N:44]=[CH:43][C:42]([N:45]([CH:46]([CH3:47])[CH3:48])[C:32](=[O:33])[CH2:31][N:13]2[C:12](=[O:35])[CH:11]([CH2:10][C:3]3[C:4]4[C:9](=[CH:8][CH:7]=[CH:6][CH:5]=4)[NH:1][CH:2]=3)[C:20]3[N:16]([C:17]([C:21]4[CH:26]=[CH:25][CH:24]=[CH:23][CH:22]=4)=[N:18][N:19]=3)[C:15]3[CH:27]=[CH:28][CH:29]=[CH:30][C:14]2=3)=[CH:41][CH:40]=1)[CH3:37]. Procedure: Following the procedure described for Example 2(A), [4-(1H-indol-3-ylmethyl)-5-oxo-1-phenyl-4,5-dihydro-2,3,6,10b-tetraaza-benzo[e]azulen-6-yl]-acetic acid (Preparation 15) (300 mg, 0.65 mmol) was reacted with (6-ethoxy-pyridin-3-yl)-isopropyl-amine (Preparation 2(B)) (117 mg, 0.65 mmol) and PCl3 in dichloroethane at 100° C. Purification by medium pressure chromatography eluting with a solvent gradient (5% of 0.5% NH4OH/MeOH in CH2Cl2 to 10% of 0.5% NH4OH/MeOH in CH2Cl2) provided 85.1 mg of N-(6... Starting materials: C1(=CC=CC=C1)C1=NNC(C1)=O (3-phenyl-4,5-dihydro-1H-pyrazol-5-one), [H-].[Na+] (sodium hydride), ClC1=NC=NC2=CC(=C(C=C12)OC)OCCOC (4-chloro-6-methoxy-7-(2-methoxyethoxy)quinazoline). The solvent is CN(C)C=O (DMF). The product is COC=1C=C2C(=NC=NC2=CC1OCCOC)OC1=NNC(=C1)C1=CC=CC=C1 (6-methoxy-7-(2-methoxyethoxy)-4-(5-phenylpyrazol-3-yloxy)quinazoline). Reaction SMILES: Cl[C:2]1[C:11]2[C:6](=[CH:7][C:8]([O:14][CH2:15][CH2:16][O:17][CH3:18])=[C:9]([O:12][CH3:13])[CH:10]=2)[N:5]=[CH:4][N:3]=1.[C:19]1([C:25]2[CH2:29][C:28](=[O:30])[NH:27][N:26]=2)[CH:24]=[CH:23][CH:22]=[CH:21][CH:20]=1.[H-].[Na+]>CN(C=O)C>[CH3:13][O:12][C:9]1[CH:10]=[C:11]2[C:6](=[CH:7][C:8]=1[O:14][CH2:15][CH2:16][O:17][CH3:18])[N:5]=[CH:4][N:3]=[C:2]2[O:30][C:28]1[CH:29]=[C:25]([C:19]2[CH:24]=[CH:23][CH:22]=[CH:21][CH:20]=2)[NH:26][N:27]=1 |f:2.3|. Procedure: Using an analogous procedure to that described for Example 1, 4-chloro-6-methoxy-7-(2-methoxyethoxy)quinazoline (134 mg, 0.5 mmol) was reacted with 3-phenyl-4,5-dihydro-1H-pyrazol-5-one (160 mg, 1 mmol), (J. Org. Chem., 1967, 32, 3321-3324), in the presence of sodium hydride (40 mg, 1 mmol, prewashed with THF) in DMF (3 ml) to give 6-methoxy-7-(2-methoxyethoxy)-4-(5-phenylpyrazol-3-yloxy)quinazoline as the free base. The free base was dissolved in a mixture of methylene chloride/methanol (1/1) a...